From a dataset of the Open Reaction Database (ORD), a public repository of structured organic reaction records. describe an organic reaction: reactants, conditions, products, and yield Reactants: COCC(=O)Cl, CC1NC(C(O)C(N)Cc2cc(F)cc(F)c2)COC1OCC(C)(C)C. Product: Cl, COCC(=O)NC(Cc1cc(F)cc(F)c1)C(O)C1COC(OCC(C)(C)C)C(C)N1. RXN SMILES: [CH3:27][O:28][CH2:29][C:30](=[O:31])[Cl:32].[NH2:1][CH:2]([CH:3]([OH:4])[CH:5]1[CH2:6][O:7][CH:8]([O:12][CH2:13][C:14]([CH3:15])([CH3:16])[CH3:17])[CH:9]([CH3:11])[NH:10]1)[CH2:18][c:19]1[cH:20][c:21]([F:26])[cH:22][c:23]([F:25])[cH:24]1>>[ClH:32].[NH:1]([CH:2]([CH:3]([OH:4])[CH:5]1[CH2:6][O:7][CH:8]([O:12][CH2:13][C:14]([CH3:15])([CH3:16])[CH3:17])[CH:9]([CH3:11])[NH:10]1)[CH2:18][c:19]1[cH:20][c:21]([F:26])[cH:22][c:23]([F:25])[cH:24]1)[C:30]([CH2:29][O:28][CH3:27])=[O:31].